This data is from the Open Reaction Database (ORD), a public repository of structured organic reaction records. The task is: describe an organic reaction: reactants, conditions, products, and yield The reactants are C=CCC1(C)CC(c2cccc(Cl)c2)C(c2ccc(Cl)cc2)N(C(CO[Si](c2ccccc2)(c2ccccc2)C(C)(C)C)C2CC2)C1=O, C1CCOC1, CCCC[N+](CCCC)(CCCC)CCCC, CCOC(C)=O, [F-]. The product is C=CCC1(C)CC(c2cccc(Cl)c2)C(c2ccc(Cl)cc2)N(C(CO)C2CC2)C1=O. RXN SMILES: [CH2:19]([CH:20]=[CH2:21])[C:22]1([CH3:66])[C:23](=[O:65])[N:24]([CH:42]([CH2:43][O:44][Si:45]([C:46]([CH3:47])([CH3:48])[CH3:49])([c:50]2[cH:51][cH:52][cH:53][cH:54][cH:55]2)[c:56]2[cH:57][cH:58][cH:59][cH:60][cH:61]2)[CH:62]2[CH2:63][CH2:64]2)[CH:25]([c:35]2[cH:36][cH:37][c:38]([Cl:41])[cH:39][cH:40]2)[CH:26]([c:28]2[cH:29][c:30]([Cl:34])[cH:31][cH:32][cH:33]2)[CH2:27]1.[CH2:67]1[O:68][CH2:69][CH2:70][CH2:71]1.[CH3:2][CH2:3][CH2:4][CH2:5][N+:6]([CH2:7][CH2:8][CH2:9][CH3:10])([CH2:11][CH2:12][CH2:13][CH3:14])[CH2:15][CH2:16][CH2:17][CH3:18].[CH3:72][CH2:73][O:74][C:75](=[O:76])[CH3:77].[F-:1]>>[CH2:19]([CH:20]=[CH2:21])[C:22]1([CH3:66])[C:23](=[O:65])[N:24]([CH:42]([CH2:43][OH:44])[CH:62]2[CH2:63][CH2:64]2)[CH:25]([c:35]2[cH:36][cH:37][c:38]([Cl:41])[cH:39][cH:40]2)[CH:26]([c:28]2[cH:29][c:30]([Cl:34])[cH:31][cH:32][cH:33]2)[CH2:27]1.